This data is from the Open Reaction Database (ORD), a public repository of structured organic reaction records. The task is: describe an organic reaction: reactants, conditions, products, and yield Starting materials: OC1=CC(=CC2=C1C1=C(C(O2)=O)SCC1)C(C)C(CCCCC)C (1,2-dihydro-9-hydroxy-7-(3-methyl-2-octyl)-4-oxo-4H-thieno[2,3-c][1]benzopyran), C(CCCCC)[Mg]Br (n-hexylmagnesium bromide). The product is C(CCCCC)C1(OC2=C(C3=C1SCC3)C(=CC(=C2)C(C)C(CCCCC)C)O)CCCCCC (4,4-di(1-hexyl)-1,2-dihydro-9-hydroxy-7-(3-methyl-2-octyl)-4H-thieno[2,3-c][1]benzopyran). Reaction SMILES: [OH:1][C:2]1[C:7]2[C:8]3[CH2:15][CH2:14][S:13][C:9]=3[C:10](=O)[O:11][C:6]=2[CH:5]=[C:4]([CH:16]([CH:18]([CH3:24])[CH2:19][CH2:20][CH2:21][CH2:22][CH3:23])[CH3:17])[CH:3]=1.[CH2:25]([Mg]Br)[CH2:26][CH2:27][CH2:28][CH2:29][CH3:30]>>[CH2:25]([C:10]1([CH2:6][CH2:7][CH2:2][CH2:3][CH2:4][CH3:5])[C:9]2[S:13][CH2:14][CH2:15][C:8]=2[C:7]2[C:2]([OH:1])=[CH:3][C:4]([CH:16]([CH:18]([CH3:24])[CH2:19][CH2:20][CH2:21][CH2:22][CH3:23])[CH3:17])=[CH:5][C:6]=2[O:11]1)[CH2:26][CH2:27][CH2:28][CH2:29][CH3:30]. Procedure: By reacting 1,2-dihydro-9-hydroxy-7-(3-methyl-2-octyl)-4-oxo-4H-thieno[2,3-c][1]benzopyran with n-hexylmagnesium bromide, using the manipulative procedure described in Example 8, there is obtained 4,4-di(1-hexyl)-1,2-dihydro-9-hydroxy-7-(3-methyl-2-octyl)-4H-thieno[2,3-c][1]benzopyran. Starting materials: ClCCl, CC(C)(C)C(=O)Nc1cccc(CO)n1, O=S(Cl)Cl. Yields the product CC(C)(C)C(=O)Nc1cccc(CCl)n1. As a reaction SMILES: [Cl:20][CH2:21][Cl:22].[OH:1][CH2:2][c:3]1[cH:4][cH:5][cH:6][c:7]([NH:9][C:10]([C:11]([CH3:12])([CH3:13])[CH3:14])=[O:15])[n:8]1.[S:16]([Cl:17])([Cl:18])=[O:19]>>[CH2:2]([c:3]1[cH:4][cH:5][cH:6][c:7]([NH:9][C:10]([C:11]([CH3:12])([CH3:13])[CH3:14])=[O:15])[n:8]1)[Cl:18]. The reactants are COc1cccc(C(=O)Cl)c1, OCCC1(c2ccc(Cl)c(Cl)c2)CCNC1. The product is COc1cccc(C(=O)N2CCC(CCO)(c3ccc(Cl)c(Cl)c3)C2)c1. Reaction SMILES: [CH3:17][O:18][c:19]1[cH:20][c:21]([C:22](=[O:23])[Cl:24])[cH:25][cH:26][cH:27]1.[Cl:1][c:2]1[cH:3][c:4]([C:9]2([CH2:14][CH2:15][OH:16])[CH2:10][NH:11][CH2:12][CH2:13]2)[cH:5][cH:6][c:7]1[Cl:8]>>[Cl:1][c:2]1[cH:3][c:4]([C:9]2([CH2:14][CH2:15][OH:16])[CH2:10][N:11]([C:22]([c:21]3[cH:20][c:19]([O:18][CH3:17])[cH:27][cH:26][cH:25]3)=[O:23])[CH2:12][CH2:13]2)[cH:5][cH:6][c:7]1[Cl:8]. Starting materials: CO, [Li+], COC(=O)Cc1cccc(N2CCOCC2)c1, [OH-], O, O. The product is O=C(O)Cc1cccc(N2CCOCC2)c1. Reaction SMILES: [CH3:21][OH:22].[Li+:20].[O:1]1[CH2:2][CH2:3][N:4]([c:7]2[cH:8][c:9]([CH2:13][C:14](=[O:15])[O:16][CH3:17])[cH:10][cH:11][cH:12]2)[CH2:5][CH2:6]1.[OH-:19].[OH2:18].[OH2:23]>>[O:1]1[CH2:2][CH2:3][N:4]([c:7]2[cH:8][c:9]([CH2:13][C:14](=[O:15])[OH:16])[cH:10][cH:11][cH:12]2)[CH2:5][CH2:6]1. Starting materials: C(C)N(CCN1C(C=2C(C1=O)=CC=CC2)=O)CC (N-(2-diethylaminoethyl)-phthalimide), C1(=CC=CC2=CC=CC=C12)Br.[Mg] (magnesium 1-naphthylbromide), [Mg] (magnesium), BrC1=CC=CC2=CC=CC=C12 (α-bromonaphthalene). Run in O1CCCC1 (tetrahydrofuran), O1CCCC1 (tetrahydrofuran), O1CCCC1 (tetrahydrofuran). Reaction conditions: time 2 hour. Product: C(C)N(CCN1C(C2=CC=CC=C2C1(C1=CC=CC2=CC=CC=C12)O)=O)CC (2-(2-diethylaminoethyl)-3-hydroxy-3-(1-naphthyl)isoindolin-1-one). RXN SMILES: [C:1]1(Br)[C:10]2[C:5](=[CH:6][CH:7]=[CH:8][CH:9]=2)[CH:4]=[CH:3][CH:2]=1.[Mg].[Mg].BrC1C2C(=CC=CC=2)C=CC=1.[CH2:25]([N:27]([CH2:41][CH3:42])[CH2:28][CH2:29][N:30]1[C:34](=[O:35])[C:33]2=[CH:36][CH:37]=[CH:38][CH:39]=[C:32]2[C:31]1=[O:40])[CH3:26]>O1CCCC1>[CH2:41]([N:27]([CH2:25][CH3:26])[CH2:28][CH2:29][N:30]1[C:34]([OH:35])([C:1]2[C:10]3[C:5](=[CH:6][CH:7]=[CH:8][CH:9]=3)[CH:4]=[CH:3][CH:2]=2)[C:33]2[C:32](=[CH:39][CH:38]=[CH:37][CH:36]=2)[C:31]1=[O:40])[CH3:42] |f:0.1|. Reported procedure: To a tetrahydrofuran solution of magnesium 1-naphthylbromide prepared from 1.22 g of metallic magnesium and 10.35 g of α-bromonaphthalene in 50 ml of tetrahydrofuran was added a solution of 6.16 g of N-(2-diethylaminoethyl)-phthalimide in 10 ml of tetrahydrofuran under ice cooling. After stirring for 2 hours under ice cooling, the mixture was concentrated under reduced pressure. To the residue were added 6.61 g of ammonium sulfate, 100 ml of ethyl ether and 100 ml of water. After shaking, the aq...